Dataset: the Open Reaction Database (ORD), a public repository of structured organic reaction records. Task: describe an organic reaction: reactants, conditions, products, and yield Starting materials: N1=CC(=CC=C1)CC=1C=NC=CC1 (bis-(3-pyridyl)methane), [Li+].CC(C)[N-]C(C)C (LDA), CN(C1=C(C=O)C=CC=N1)C=1C=NC=CC1 (2-[methyl(pyridin-3-yl)amino]nicotinaldehyde). Solvent: C1CCOC1 (THF), C1CCOC1 (THF). Conditions: time 30 minute. The product is CN(C1=NC=CC=C1C(C(C=1C=NC=CC1)C=1C=NC=CC1)O)C=1C=NC=CC1 (1-{2-[methyl(pyridin-3-yl)amino]pyridin-3-yl}-2,2-dipyridin-3-ylethanol). The yield is 30.5%. As a reaction SMILES: [N:1]1[CH:6]=[CH:5][CH:4]=[C:3]([CH2:7][C:8]2[CH:9]=[N:10][CH:11]=[CH:12][CH:13]=2)[CH:2]=1.[Li+].CC([N-]C(C)C)C.[CH3:22][N:23]([C:32]1[CH:33]=[N:34][CH:35]=[CH:36][CH:37]=1)[C:24]1[N:31]=[CH:30][CH:29]=[CH:28][C:25]=1[CH:26]=[O:27]>C1COCC1>[CH3:22][N:23]([C:32]1[CH:33]=[N:34][CH:35]=[CH:36][CH:37]=1)[C:24]1[C:25]([CH:26]([OH:27])[CH:7]([C:8]2[CH:9]=[N:10][CH:11]=[CH:12][CH:13]=2)[C:3]2[CH:2]=[N:1][CH:6]=[CH:5][CH:4]=2)=[CH:28][CH:29]=[CH:30][N:31]=1 |f:1.2|. Procedure details: A solution of bis-(3-pyridyl)methane (61 mg) in 3 mL THF was cooled to 0 C, and LDA (1.5 M in cyclohexane, 0.240 mL) was added dropwise via syringe. After the mixture had been stirred for 30 min, a solution of 2-[methyl(pyridin-3-yl)amino]nicotinaldehyde (73 mg) in 3 mL THF was added dropwise over 30 min. After 3 h stirring at 0 C, the reaction was quenched with water, then partitioned between saturated aqueous sodium bicarbonate and CH2Cl2. The aqueous solution was extracted with CH2Cl2 (2×), a... Starting materials: O (water), FC1=CN=C2C=CC(NC2=C1)=O (7-fluoro-1,5-naphthyridin-2(1H)-one), [H-].[Na+] (sodium hydride), BrCC1OCCO1 (2-bromomethyl-1,3-dioxolan). The solvent is C(C)(=O)OCC (ethyl acetate), CN(C=O)C (N,N-dimethylformamide). Run at temperature 55 celsius, time 1 hour. Product: O1C(OCC1)CN1C(C=CC2=NC=C(C=C12)F)=O (1-(1,3-dioxolan-2-ylmethyl)-7-fluoro-1,5-naphthyridin-2(1H)-one). As a reaction SMILES: [F:1][C:2]1[CH:11]=[C:10]2[C:5]([CH:6]=[CH:7][C:8](=[O:12])[NH:9]2)=[N:4][CH:3]=1.[H-].[Na+].Br[CH2:16][CH:17]1[O:21][CH2:20][CH2:19][O:18]1.O>CN(C)C=O.C(OCC)(=O)C>[O:18]1[CH2:19][CH2:20][O:21][CH:17]1[CH2:16][N:9]1[C:10]2[C:5](=[N:4][CH:3]=[C:2]([F:1])[CH:11]=2)[CH:6]=[CH:7][C:8]1=[O:12] |f:1.2|. Reported procedure: To a suspension of 0.32 g of 7-fluoro-1,5-naphthyridin-2(1H)-one in 3 mL of N,N-dimethylformamide, 0.12 g of 60% sodium hydride was added at room temperature, and the mixture was stirred at 50 to 60° C. for 1 hour. Thereto was added 0.60 mL of 2-bromomethyl-1,3-dioxolan, the temperature was increased to 85 to 95° C., and the reaction mixture was stirred for 4 hours. The reaction mixture was cooled to room temperature, and water and ethyl acetate were then added thereto. The organic layer was sep... Starting materials: CS(=O)(=O)N (methanesulfonamide), [H-].[Na+] (NaH), Cl (hydrochloric acid), ClC1=CC=C2C(=C1)NC(C21C(NC(CC1C1=C(C=CC(=C1)Cl)OC(C)(C)C(=O)O)=O)C1=C(C(=CC=C1C)F)F)=O (racemic (2′R,3S,4′R)-6-chloro-4′-[5-chloro-2-(1-hydroxycarbonyl-1-methyl-ethoxy)-phenyl]-2′-(2,3-difluoro-6-methyl-phenyl)spiro[3H-indole-3,3′-piperidine]-2,6′(1H)-dione), C1=CN(C=N1)C(=O)N2C=CN=C2 (CDI). The solvent is CN(C)C=O (DMF), O (water), CN(C)C=O (DMF). Run at time 2 hour. The product is ClC=1C=CC(=C(C1)C1C2(C(NC(C1)=O)C1=C(C(=CC=C1C)F)F)C(NC1=CC(=CC=C12)Cl)=O)OC(C(=O)NS(=O)(=O)C)(C)C (Racemic (2′R,3S,4′R)-4′-[5-chloro-2-(2-methanesulfonylamino-1,1-dimethyl-2-oxo-ethoxy)-phenyl]-6-chloro-2′-(2,3-difluoro-6-methyl-phenyl)spiro[3H-indole-3,3′-piperidine]-2,6′(1H)-dione). Isolated yield 75.0%. As a reaction SMILES: [Cl:1][C:2]1[CH:7]=[C:6]2[NH:8][C:9](=[O:40])[C:10]3([CH:15]([C:16]4[CH:21]=[C:20]([Cl:22])[CH:19]=[CH:18][C:17]=4[O:23][C:24]([C:27]([OH:29])=O)([CH3:26])[CH3:25])[CH2:14][C:13](=[O:30])[NH:12][CH:11]3[C:31]3[C:36]([CH3:37])=[CH:35][CH:34]=[C:33]([F:38])[C:32]=3[F:39])[C:5]2=[CH:4][CH:3]=1.C1N=CN(C(N2C=NC=C2)=O)C=1.[CH3:53][S:54]([NH2:57])(=[O:56])=[O:55].[H-].[Na+].Cl>CN(C=O)C.O>[Cl:22][C:20]1[CH:19]=[CH:18][C:17]([O:23][C:24]([CH3:25])([CH3:26])[C:27]([NH:57][S:54]([CH3:53])(=[O:56])=[O:55])=[O:29])=[C:16]([CH:15]2[CH2:14][C:13](=[O:30])[NH:12][CH:11]([C:31]3[C:36]([CH3:37])=[CH:35][CH:34]=[C:33]([F:38])[C:32]=3[F:39])[C:10]32[C:5]2[C:6](=[CH:7][C:2]([Cl:1])=[CH:3][CH:4]=2)[NH:8][C:9]3=[O:40])[CH:21]=1 |f:3.4|. Procedure: A solution of racemic (2′R,3S,4′R)-6-chloro-4′-[5-chloro-2-(1-hydroxycarbonyl-1-methyl-ethoxy)-phenyl]-2′-(2,3-difluoro-6-methyl-phenyl)spiro[3H-indole-3,3′-piperidine]-2,6′(1H)-dione (30 mg, 0.05 mmol) and CDI (16.2 mg, 0.1 mmol) in DMF (1 mL) was heated at 60° C. for 2 h. Then to this solution was added a mixture of methanesulfonamide (28.5 mg, 0.3 mmol) and NaH (10 mg, 60%, 0.25 mmol) in DMF (0.5 mL), which had been stirred for 2 h at room temperature. After the resulting mixture was stirred ... Reactants: C(C)(C)(C)OC(=O)N1CC2C(CC1)C1=C(O2)C=C(C=C1)S(=O)(=O)C1=CC(=CC=C1)OCC1=CC=CC=C1 (7-(3-benzyloxy-benzenesulfonyl)-3,4,4a,9a-tetrahydro-1H-benzo[4,5]furo[2,3-c]pyridine-2-carboxylic acid tert-butyl ester), IC1=CC2=C(C3=C(CNCC3)O2)C=C1 (7-iodo-1,2,3,4-tetrahydro-benzo[4,5]furo[2,3-c]pyridine), C(C1=CC=CC=C1)OC=1C=C(C=CC1)S (3-benzyloxy-thiophenol). The product is C(C)(C)(C)OC(=O)N1CC2=C(CC1)C1=C(O2)C=C(C=C1)S(=O)(=O)C1=CC(=CC=C1)OCC1=CC=CC=C1 (7-(3-Benzyloxy-benzenesulfonyl)-3,4-dihydro-1H-benzo[4, 5]furo[2,3-c]pyridine-2-carboxylic acid tert-butyl ester). Reaction SMILES: [C:1]([O:5][C:6]([N:8]1[CH2:13][CH2:12][CH:11]2[C:14]3[CH:20]=[CH:19][C:18]([S:21]([C:24]4[CH:29]=[CH:28][CH:27]=[C:26]([O:30][CH2:31][C:32]5[CH:37]=[CH:36][CH:35]=[CH:34][CH:33]=5)[CH:25]=4)(=[O:23])=[O:22])=[CH:17][C:15]=3[O:16][CH:10]2[CH2:9]1)=[O:7])([CH3:4])([CH3:3])[CH3:2].IC1C=CC2C3CCNCC=3OC=2C=1.C(OC1C=C(S)C=CC=1)C1C=CC=CC=1>>[C:1]([O:5][C:6]([N:8]1[CH2:13][CH2:12][C:11]2[C:14]3[CH:20]=[CH:19][C:18]([S:21]([C:24]4[CH:29]=[CH:28][CH:27]=[C:26]([O:30][CH2:31][C:32]5[CH:37]=[CH:36][CH:35]=[CH:34][CH:33]=5)[CH:25]=4)(=[O:23])=[O:22])=[CH:17][C:15]=3[O:16][C:10]=2[CH2:9]1)=[O:7])([CH3:4])([CH3:2])[CH3:3]. Procedure details: Prepared as described for 7-(3-benzyloxy-benzenesulfonyl)-3,4,4a,9a-tetrahydro-1H-benzo[4,5]furo[2,3-c]pyridine-2-carboxylic acid tert-butyl ester using 7-iodo-1,2,3,4-tetrahydro-benzo[4,5]furo[2,3-c]pyridine and 3-benzyloxy-thiophenol The reactants are FC1=C(OC2=C3C(=NC=C2)C=C(S3)C3=CCN(CC3)C(C)=O)C=CC(=C1)[N+](=O)[O-] (1-(4-(7-(2-fluoro-4-nitrophenoxy)thieno[3,2-b]pyridin-2-yl)-5,6-dihydropyridin-1(2H)-yl)ethanone), [NH4+].[Cl-] (NH4Cl), O (water). Reagents/catalysts: [Fe] (Fe). The solvent is CCO (EtOH). Reaction conditions: time 40 minute. Product: NC1=CC(=C(OC2=C3C(=NC=C2)C=C(S3)C3=CCN(CC3)C(C)=O)C=C1)F (1-(4-(7-(4-Amino-2-fluorophenoxy)thieno[3,2-b]pyridin-2-yl)-5,6-dihydropyridin-1(2H)-yl)ethanone). Yield: 77.0%. As a reaction SMILES: [F:1][C:2]1[CH:26]=[C:25]([N+:27]([O-])=O)[CH:24]=[CH:23][C:3]=1[O:4][C:5]1[CH:10]=[CH:9][N:8]=[C:7]2[CH:11]=[C:12]([C:14]3[CH2:19][CH2:18][N:17]([C:20](=[O:22])[CH3:21])[CH2:16][CH:15]=3)[S:13][C:6]=12.[NH4+].[Cl-].O>CCO.[Fe]>[NH2:27][C:25]1[CH:24]=[CH:23][C:3]([O:4][C:5]2[CH:10]=[CH:9][N:8]=[C:7]3[CH:11]=[C:12]([C:14]4[CH2:19][CH2:18][N:17]([C:20](=[O:22])[CH3:21])[CH2:16][CH:15]=4)[S:13][C:6]=23)=[C:2]([F:1])[CH:26]=1 |f:1.2|. Procedure: To a mixture of 1-(4-(7-(2-fluoro-4-nitrophenoxy)thieno[3,2-b]pyridin-2-yl)-5,6-dihydropyridin-1(2H)-yl)ethanone (269) (358.2 mg, 0.87 mmol) and NH4Cl (39.4 mg, 0.74 mmol) in EtOH (8.7 mL)/water (4.3 mL) at 100° C. was added Fe (411.3 mg, 7.36 mmol) in one portion and the mixture heated to reflux with vigorous stirring for 40 min. The mixture was filtered through Celite®, the Celite® washed with EtOH and the combined organic solutions concentrated under reduced pressure. The residue was dissolve... Reactants: C(C)(=O)O (acetic acid), C(C(C(C(C=O)O)O)O)O (Pentose), O=C[C@H](O)[C@@H](O)[C@H](O)CO (xylose). Yields the product C(C(O)C)(=O)O (lactic acid), O=C[C@H](O)[C@@H](O)[C@H](O)CO (xylose). Reaction SMILES: C(O)C(O)[CH:3](O)[CH:4]([OH:7])[CH:5]=[O:6].[O:11]=[CH:12][C@@H:13]([C@H:15]([C@@H:17]([CH2:19][OH:20])[OH:18])[OH:16])[OH:14].C(O)(=O)C>>[C:5]([OH:11])(=[O:6])[CH:4]([CH3:3])[OH:7].[O:11]=[CH:12][C@@H:13]([C@H:15]([C@@H:17]([CH2:19][OH:20])[OH:18])[OH:16])[OH:14]. Procedure details: Pentose such as xylose may be converted by hetero-lactic fermentation to produce 1 mol of lactic acid and 1 mol of acetic acid from 1 mol of xylose. Hetero-lactic fermentation is conducted while neutralizing with ammonia to yield ammonium lactate and ammonium acetate. Ammonium lactate and ammonium acetate are esterified with ethanol to produce ethyl lactate and ethyl acetate, respectively. Ammonia generated at the time of esterification is recovered. Unreacted ethanol is distilled off, and purif... Reported procedure: 3-Chloro-1-[2-(methylamino)-2-methylethyl]-7-methoxy-1H-pyrazolo[3,4-b]quinoline was prepared by demethylation of 3-chloro-1-[2-(dimethylamino)-2-methylethyl]-7-methoxy-1H-pyrazolo[3,4-b]quinoline (Example 45), with α-chloroethyl chloroformate according to the procedure of Example 41, and was obtained in the form of a colorless solid, m.p. 98°-100° C. The reactants are ClC1=NN(C2=NC3=CC(=CC=C3C=C21)OC)CC(C)N(C)C (3-Chloro-1-[2-(dimethylamino)-2-methylethyl]-7-methoxy-1H-pyrazolo[3,4-b]quinoline), ClC(=O)OC(C)Cl (α-chloroethyl chloroformate). Yields the product ClC1=NN(C2=NC3=CC(=CC=C3C=C21)OC)CC(C)NC (3-Chloro-1-[2-(methylamino)-2-methylethyl]-7-methoxy-1H-pyrazolo[3,4-b]quinoline). As a reaction SMILES: [Cl:1][C:2]1[C:14]2[C:5](=[N:6][C:7]3[C:12]([CH:13]=2)=[CH:11][CH:10]=[C:9]([O:15][CH3:16])[CH:8]=3)[N:4]([CH2:17][CH:18]([N:20](C)[CH3:21])[CH3:19])[N:3]=1.ClC(OC(Cl)C)=O>>[Cl:1][C:2]1[C:14]2[C:5](=[N:6][C:7]3[C:12]([CH:13]=2)=[CH:11][CH:10]=[C:9]([O:15][CH3:16])[CH:8]=3)[N:4]([CH2:17][CH:18]([NH:20][CH3:21])[CH3:19])[N:3]=1. The reactants are [N]=O (nitrogen monoxide), C(C)C1=CC=CC=C1 (ethylbenzene), C(C)C1=CC=CC=C1 (ethylbenzene), ON1C(C=2C(C1=O)=CC=CC2)=O (N-hydroxyphthalimide). Run in C(C)(=O)O (acetic acid). The product is [N+](=O)([O-])C(C)C1=CC=CC=C1 (1-nitroethylbenzene), OC(C)C1=CC=CC=C1 (1-hydroxyethylbenzene). Isolated yield 18.0%. As a reaction SMILES: [CH2:1]([C:3]1[CH:8]=[CH:7][CH:6]=[CH:5][CH:4]=1)[CH3:2].[OH:9][N:10]1[C:14](=[O:15])[C:13]2=[CH:16][CH:17]=[CH:18][CH:19]=[C:12]2C1=O.[N]=[O:22]>C(O)(=O)C>[N+:10]([CH:1]([C:3]1[CH:8]=[CH:7][CH:6]=[CH:5][CH:4]=1)[CH3:2])([O-:9])=[O:22].[OH:15][CH:14]([C:13]1[CH:12]=[CH:19][CH:18]=[CH:17][CH:16]=1)[CH3:1] |^1:20|. Procedure: Into a flask, 1 mmole of ethylbenzene, 0.05 mmole of N-hydroxyphthalimide and 5 ml of acetic acid were added to mix and the flask was equipped with a gas bag (about 1L)of nitrogen monoxide NO. The mixture was reacted for 8 hours at 100° C. with stirring. The reaction products were analyzed by gas chromatography, and, as a result, the conversion of ethylbenzene was 85%, and 1-nitroethylbenzene (yield 14%), 1-hydroxyethylbenzene (yield 18%) and 1-acetyloxyethylbenzene (yield 30%) were formed.